From a dataset of the Open Reaction Database (ORD), a public repository of structured organic reaction records. describe an organic reaction: reactants, conditions, products, and yield The reactants are C1CCOC1, COc1cc2c(Oc3ccc4[nH]c(C)cc4c3)ncnc2cc1OCC1CO1, CC(C)N. Product: COc1cc2c(Oc3ccc4[nH]c(C)cc4c3)ncnc2cc1OCC(O)CNC(C)C. Reaction SMILES: [CH2:33]1[O:34][CH2:35][CH2:36][CH2:37]1.[CH3:1][O:2][c:3]1[cH:4][c:5]2[c:6]([O:18][c:19]3[cH:20][c:21]4[cH:22][c:23]([CH3:28])[nH:24][c:25]4[cH:26][cH:27]3)[n:7][cH:8][n:9][c:10]2[cH:11][c:12]1[O:13][CH2:14][CH:15]1[O:16][CH2:17]1.[CH3:29][CH:30]([CH3:31])[NH2:32]>>[CH3:1][O:2][c:3]1[cH:4][c:5]2[c:6]([O:18][c:19]3[cH:20][c:21]4[cH:22][c:23]([CH3:28])[nH:24][c:25]4[cH:26][cH:27]3)[n:7][cH:8][n:9][c:10]2[cH:11][c:12]1[O:13][CH2:14][CH:15]([OH:16])[CH2:17][NH:32][CH:30]([CH3:29])[CH3:31]. Yield: 64.8%. The solvent is C(C)O (ethanol). Starting materials: [OH-].[Na+] (sodium hydroxide), C(CCCCCCCCCCCCC)C1=CC(=CN1)C(=O)OCC (ethyl 5-tetradecylpyrrole-3-carboxylate). Reaction SMILES: [OH-].[Na+].[CH2:3]([C:17]1[NH:21][CH:20]=[C:19]([C:22]([O:24]CC)=[O:23])[CH:18]=1)[CH2:4][CH2:5][CH2:6][CH2:7][CH2:8][CH2:9][CH2:10][CH2:11][CH2:12][CH2:13][CH2:14][CH2:15][CH3:16]>C(O)C>[CH2:3]([C:17]1[NH:21][CH:20]=[C:19]([C:22]([OH:24])=[O:23])[CH:18]=1)[CH2:4][CH2:5][CH2:6][CH2:7][CH2:8][CH2:9][CH2:10][CH2:11][CH2:12][CH2:13][CH2:14][CH2:15][CH3:16] |f:0.1|. Procedure details: An aqueous solution of 1N sodium hydroxide (25 ml) was added to an ethanol solution (120 ml) of 3.53 g (11 mmol) of ethyl 5-tetradecylpyrrole-3-carboxylate, and the whole was heated under reflux for 16 hours. After removal of the ethanol, the residue was acidified with diluted hydrochloric acid and extracted with ethyl acetate. The extract was then washed with water and dried over anhydrous magnesium sulfate. The residue was purified by subjecting it to silica gel column chromatography (eluent: ... The product is C(CCCCCCCCCCCCC)C1=CC(=CN1)C(=O)O (5-tetradecylpyrrole-3-carboxylic acid).